From a dataset of the Open Reaction Database (ORD), a public repository of structured organic reaction records. describe an organic reaction: reactants, conditions, products, and yield Reactants: C1CCOC1, CO, CCOC(=O)c1sc(N2CC(NC(=O)c3nc(Cl)c(CC)[nH]3)C2)nc1C(C)C, [Li+], [OH-], O. Yields the product CCc1[nH]c(C(=O)NC2CN(c3nc(C(C)C)c(C(=O)O)s3)C2)nc1Cl. RXN SMILES: [CH2:34]1[O:35][CH2:36][CH2:37][CH2:38]1.[CH3:32][OH:33].[Cl:3][c:4]1[n:5][c:6]([C:11](=[O:12])[NH:13][CH:14]2[CH2:15][N:16]([c:18]3[s:19][c:20]([C:26](=[O:27])[O:28][CH2:29][CH3:30])[c:21]([CH:23]([CH3:24])[CH3:25])[n:22]3)[CH2:17]2)[nH:7][c:8]1[CH2:9][CH3:10].[Li+:1].[OH-:2].[OH2:31]>>[Cl:3][c:4]1[n:5][c:6]([C:11](=[O:12])[NH:13][CH:14]2[CH2:15][N:16]([c:18]3[s:19][c:20]([C:26](=[O:27])[OH:28])[c:21]([CH:23]([CH3:24])[CH3:25])[n:22]3)[CH2:17]2)[nH:7][c:8]1[CH2:9][CH3:10]. Reactants: C(C)(C)C1=C(C(=CC=C1)C(C)C)N1N=NNC1=O (1-(2,6-diisopropylphenyl)-5-oxo-2-tetrazoline), C(C)(C)I (isopropyl iodide), C([O-])([O-])=O.[K+].[K+] (potassium carbonate). The solvent is CN(C=O)C (dimethylformamide). Conditions: time 2 hour. Product: C(C)(C)C1=C(C(=CC=C1)C(C)C)N1N=NN(C1=O)C(C)C (1-(2,6-diisopropylphenyl)-4-isopropyl-5-oxo-2-tetrazoline). Yield: 52.0%. As a reaction SMILES: [CH:1]([C:4]1[CH:9]=[CH:8][CH:7]=[C:6]([CH:10]([CH3:12])[CH3:11])[C:5]=1[N:13]1[C:17](=[O:18])[NH:16][N:15]=[N:14]1)([CH3:3])[CH3:2].[CH:19](I)([CH3:21])[CH3:20].C(=O)([O-])[O-].[K+].[K+]>CN(C)C=O>[CH:10]([C:6]1[CH:7]=[CH:8][CH:9]=[C:4]([CH:1]([CH3:2])[CH3:3])[C:5]=1[N:13]1[C:17](=[O:18])[N:16]([CH:19]([CH3:21])[CH3:20])[N:15]=[N:14]1)([CH3:12])[CH3:11] |f:2.3.4|. Procedure details: 14.3 g of 1-(2,6-diisopropylphenyl)-5-oxo-2-tetrazoline, 12.8 g of isopropyl iodide and 10.4 g of pulverised potassium carbonate are dissolved in 140 ml of dimethylformamide and stirred for 2 hours at +60° C. The resulting suspension is poured onto water and extracted three times with ether. The combined ethereal phases are washed with water and saturated sodium chloride solution, dried over Na2SO4 and concentrated by evaporation. In order to remove the 1-(2,6-diisopropylphenyl)-5-isopropoxy-tet...